describe an organic reaction: reactants, conditions, products, and yield From a dataset of the Open Reaction Database (ORD), a public repository of structured organic reaction records. The reactants are C(C1=CC=CC=C1)OC(=O)N1C(C(CCC1)NC(=O)OC(C)(C)C)CC(=O)O ({(2RS,3SR)-1-[(benzyloxy)carbonyl]-3-[(tert-butoxycarbonyl)amino]piperidin-2-yl}acetic acid), CN(C=O)C (dimethylformamide), C(CCN)N (propane-1,3-diamine), ON1N=NC2=C1C=CC=C2 (1-hydroxybenzotriazole). Solvent: ClCCCl (1,2-dichloroethane), O (water). Product: N(=[N+]=[N-])CCCNC(CC1N(CCCC1NC(=O)OC(C)(C)C)C(=O)OCC1=CC=CC=C1)=O (benzyl (2RS,3SR)-2-{2-[(3-azidopropyl)amino]-2-oxoethyl}-3-[(tert-butoxycarbonyl)amino]piperidine-1-carboxylate). Reaction SMILES: [CH2:1]([O:8][C:9]([N:11]1[CH2:16][CH2:15][CH2:14][CH:13]([NH:17][C:18]([O:20][C:21]([CH3:24])([CH3:23])[CH3:22])=[O:19])[CH:12]1[CH2:25][C:26](O)=[O:27])=[O:10])[C:2]1[CH:7]=[CH:6][CH:5]=[CH:4][CH:3]=1.C[N:30]([CH3:33])C=O.C(N)CCN.O[N:40]1[C:44]2C=CC=C[C:43]=2[N:42]=[N:41]1>O.ClCCCl>[N:40]([CH2:44][CH2:43][CH2:33][NH:30][C:26](=[O:27])[CH2:25][CH:12]1[CH:13]([NH:17][C:18]([O:20][C:21]([CH3:24])([CH3:23])[CH3:22])=[O:19])[CH2:14][CH2:15][CH2:16][N:11]1[C:9]([O:8][CH2:1][C:2]1[CH:3]=[CH:4][CH:5]=[CH:6][CH:7]=1)=[O:10])=[N+:41]=[N-:42]. Reported procedure: The compound 25 (784 mg), dimethylformamide (8 mL), propane-1,3-diamine (300 mg), 1-hydroxybenzotriazole (297 mg) and 1,2-dichloroethane (575 mg) were stirred at room temperature for overnight. The reaction solution was added water and extracted with ethyl acetate. The extract was dried over anhydrous magnesium sulfate and then concentrated. The residue was purified by silica gel column chromatography (hexane:ethyl acetate=66:34→0:100) to obtain the title compound (797 mg) having the following p...